Dataset: the Open Reaction Database (ORD), a public repository of structured organic reaction records. Task: describe an organic reaction: reactants, conditions, products, and yield Starting materials: C(CC=C)=[PH3] (3-butenylidenephosphorane), FC(C(=O)OCC)(F)F (ethyl trifluoroacetate). Run in C1=CC=CC=C1 (benzene). Product: FC(C(=CCC=C)OCC)(F)F (1-trifluoromethyl-1-ethoxy-1,4-pentadiene). RXN SMILES: [CH:1](=[PH3])[CH2:2][CH:3]=[CH2:4].[F:6][C:7]([F:14])([F:13])[C:8]([O:10][CH2:11][CH3:12])=O>C1C=CC=CC=1>[F:6][C:7]([F:14])([F:13])[C:8]([O:10][CH2:11][CH3:12])=[CH:4][CH2:3][CH:2]=[CH2:1]. Reported procedure: A mixture of 20 ml of 1-bromo-3-butyne and 25 mmole of tirphenylphosphine in 50 ml of benzene is heated at reflux for 3 days. The solid which separates upon cooling is filtered, washed with benzene and dried under reduced pressure is afford triphenyl-3-butenylphosphonium bromide. To a solution of 100 ml of liquid ammonia is added 0.26 g of finely divided sodium and a catalytic amount of ferric nitrate. When the blue solution turns gray finely powdered triphenyl-3-butenylphosphonium bromide (2.10... Starting materials: ClC1=CC=C(C=C1)C1=NN(C(N1CC(C(F)(F)F)O)=O)CC1=CC=C(C(=O)OC)C=C1 (Methyl 4-{[3-(4-chlorophenyl)-5-oxo-4-(3,3,3-trifluoro-2-hydroxypropyl)-4,5-dihydro-1H-1,2,4-triazol-1-yl]methyl}benzoate), ClC1=CC=C(C=C1)C=1N(C(NN1)=O)CC(C(F)(F)F)O (5-(4-Chlorophenyl)-4-(3,3,3-trifluoro-2-hydroxypropyl)-2,4-dihydro-3H-1,2,4-triazol-3-one), BrCC=1C=C(C(=O)OC)C=CC1 (methyl 3-(bromomethyl)benzoate). Product: ClC1=CC=C(C=C1)C1=NN(C(N1CC(C(F)(F)F)O)=O)CC=1C=C(C(=O)OC)C=CC1 (Methyl 3-{[3-(4-chlorophenyl)-5-oxo-4-(3,3,3-trifluoro-2-hydroxypropyl)-4,5-dihydro-1H-1,2,4-triazol-1-yl]methyl}benzoate). Reaction SMILES: [Cl:1][C:2]1[CH:7]=[CH:6][C:5]([C:8]2[N:12]([CH2:13][CH:14]([OH:19])[C:15]([F:18])([F:17])[F:16])[C:11](=[O:20])[N:10]([CH2:21]C3C=CC(C(OC)=O)=CC=3)[N:9]=2)=[CH:4][CH:3]=1.ClC1C=CC(C2N(CC(O)C(F)(F)F)C(=O)NN=2)=CC=1.BrC[C:54]1[CH:55]=[C:56]([CH:61]=[CH:62][CH:63]=1)[C:57]([O:59][CH3:60])=[O:58]>>[Cl:1][C:2]1[CH:3]=[CH:4][C:5]([C:8]2[N:12]([CH2:13][CH:14]([OH:19])[C:15]([F:18])([F:16])[F:17])[C:11](=[O:20])[N:10]([CH2:21][C:54]3[CH:55]=[C:56]([CH:61]=[CH:62][CH:63]=3)[C:57]([O:59][CH3:60])=[O:58])[N:9]=2)=[CH:6][CH:7]=1. Reported procedure: In the same way as for the compound from Example 24A, 267 mg (0.87 mmol) of the compound from Example 19A were reacted with 199 mg (0.87 mmol) of methyl 3-(bromomethyl)benzoate. This gave 302 mg (76% of theory) of the target compound. Reactants: NC=1C=C2C(NC(C2=CC1[N+](=O)[O-])=O)=O (5-Amino-6-nitroisoindoline-1,3-dione), FC1=CC=C(C=N1)N (6-fluoropyridin-3-amine), N1C=NC=C1 (imidazole). The solvent is C1(=CC=CC=C1)OC1=CC=CC=C1 (diphenyl ether). Reaction conditions: temperature 200 celsius. Product: NC=1C=C2C(N(C(C2=CC1[N+](=O)[O-])=O)C=1C=NC(=CC1)F)=O (5-Amino-2-(6-fluoropyridin-3-yl)-6-nitroisoindoline-1,3-dione). Isolated yield 12.7%. As a reaction SMILES: [NH2:1][C:2]1[CH:3]=[C:4]2[C:8](=[CH:9][C:10]=1[N+:11]([O-:13])=[O:12])[C:7](=[O:14])[NH:6][C:5]2=[O:15].[F:16][C:17]1[N:22]=[CH:21][C:20](N)=[CH:19][CH:18]=1.N1C=CN=C1>C1(OC2C=CC=CC=2)C=CC=CC=1>[NH2:1][C:2]1[CH:3]=[C:4]2[C:8](=[CH:9][C:10]=1[N+:11]([O-:13])=[O:12])[C:7](=[O:14])[N:6]([C:20]1[CH:21]=[N:22][C:17]([F:16])=[CH:18][CH:19]=1)[C:5]2=[O:15]. Reported procedure: 5-Amino-6-nitroisoindoline-1,3-dione (2.00 g, 9.66 mmol), 6-fluoropyridin-3-amine (3.25 g, 28.98 mmol) and imidazole (1.32 g, 19.32 mmol) were suspended in diphenyl ether (50 mL). The mixture was stirred and heated to 200° C. for 24 h under argon. Then, the solid was filtered, washed with hexanes and purified by column chromatography (silica-gel, CH2Cl2/Acetone=7/3 v/v) to give a yellow solid product, 0.37 g, 12.7% yield. MS: 300.8 [M−H]−. 1H NMR (DMSO-d6, 500 MHz): δ 8.47 (s, 2H), 8.45 (s, 1H),... The reactants are Cl\C(=C/[C@@H]1C([C@H]1C(=O)O)(C)C)\C1=CC=C(C=C1)Cl ((±)-trans-3-(Z-2-chloro-2-(4-chloro-phenyl)-vinyl)-2,2-dimethyl-cyclopropanecarboxylic acid), S(=O)(Cl)Cl (thionyl chloride). The solvent is C(Cl)(Cl)(Cl)Cl (carbon tetrachloride). Yields the product Cl\C(=C/[C@@H]1C([C@H]1C(=O)Cl)(C)C)\C1=CC=C(C=C1)Cl ((±)-trans-3-(Z-2-chloro-2-(4-chloro-phenyl)-vinyl)-2,2-dimethyl-cyclopropanecarboxylic acid chloride). Yield: 96.9%. Reaction SMILES: [Cl:1]/[C:2](/[C:12]1[CH:17]=[CH:16][C:15]([Cl:18])=[CH:14][CH:13]=1)=[CH:3]\[C@H:4]1[C@H:6]([C:7](O)=[O:8])[C:5]1([CH3:11])[CH3:10].S(Cl)([Cl:21])=O>C(Cl)(Cl)(Cl)Cl>[Cl:1]/[C:2](/[C:12]1[CH:17]=[CH:16][C:15]([Cl:18])=[CH:14][CH:13]=1)=[CH:3]\[C@H:4]1[C@H:6]([C:7]([Cl:21])=[O:8])[C:5]1([CH3:11])[CH3:10]. Procedure: 1.0 g (0.0035 mol) of (±)-trans-3-(Z-2-chloro-2-(4-chloro-phenyl)-vinyl)-2,2-dimethyl-cyclopropanecarboxylic acid were dissolved in 20 ml of carbon tetrachloride, and 5 ml of thionyl chloride were added dropwise slowly at 25° C., while stirring. The mixture was then heated to the reflux temperature for 4 hours. After this reaction time, excess thionyl chloride and carbon tetrachloride were distilled off under a waterpump vacuum. Last residues of solvent were removed by brief incipient distillati... Starting materials: O=C=O, [Li]CCCC, C1CCOC1, CC1NOc2cc(F)ccc21, O. Product: CC1NOc2c1ccc(F)c2C(=O)O. Reaction SMILES: [C:17](=[O:18])=[O:19].[CH2:12]([Li:13])[CH2:14][CH2:15][CH3:16].[CH2:21]1[O:22][CH2:23][CH2:24][CH2:25]1.[F:1][c:2]1[cH:3][c:4]2[c:5]([cH:10][cH:11]1)[CH:6]([CH3:9])[NH:7][O:8]2.[OH2:20]>>[F:1][c:2]1[c:3]([C:17](=[O:18])[OH:19])[c:4]2[c:5]([cH:10][cH:11]1)[CH:6]([CH3:9])[NH:7][O:8]2.